This data is from the Open Reaction Database (ORD), a public repository of structured organic reaction records. The task is: describe an organic reaction: reactants, conditions, products, and yield Yield: 60.0%. The product is C1(CCCCC1)S(=O)(=O)N (cyclohexanesulfonamide). The reactants are C1(CCCCC1)S(=O)(=O)Cl (cyclohexanesulfonyl chloride), N (ammonia). RXN SMILES: [CH:1]1([S:7](Cl)(=[O:9])=[O:8])[CH2:6][CH2:5][CH2:4][CH2:3][CH2:2]1.[NH3:11]>>[CH:1]1([S:7]([NH2:11])(=[O:9])=[O:8])[CH2:6][CH2:5][CH2:4][CH2:3][CH2:2]1. Procedure details: According to Reference Example 9-19, by use of cyclohexanesulfonyl chloride (300 mg, 1.6 mmol) and a 25% aqueous ammonia solution (2 mL), the mixture was stirred and reacted at room temperature for 18 hours. Then, purification by silica gel column chromatography (chloroform/methanol=1/0 to 20/1) was performed to give cyclohexanesulfonamide (Compound FW) (161 mg, yield: 60%). The reactants are COc1cc2ncnc(Oc3ccc4[nH]c(C)cc4c3F)c2cc1OCCCBr, CS(=O)(=O)N1CCNCC1, CN(C)C=O. The product is COc1cc2ncnc(Oc3ccc4[nH]c(C)cc4c3F)c2cc1OCCCN1CCN(S(C)(=O)=O)CC1. RXN SMILES: [Br:1][CH2:2][CH2:3][CH2:4][O:5][c:6]1[cH:7][c:8]2[c:9]([O:18][c:19]3[c:20]([F:29])[c:21]4[cH:22][c:23]([CH3:28])[nH:24][c:25]4[cH:26][cH:27]3)[n:10][cH:11][n:12][c:13]2[cH:14][c:15]1[O:16][CH3:17].[CH3:30][S:31](=[O:32])(=[O:33])[N:34]1[CH2:35][CH2:36][NH:37][CH2:38][CH2:39]1.[O:40]=[CH:41][N:42]([CH3:43])[CH3:44]>>[CH2:2]([CH2:3][CH2:4][O:5][c:6]1[cH:7][c:8]2[c:9]([O:18][c:19]3[c:20]([F:29])[c:21]4[cH:22][c:23]([CH3:28])[nH:24][c:25]4[cH:26][cH:27]3)[n:10][cH:11][n:12][c:13]2[cH:14][c:15]1[O:16][CH3:17])[N:37]1[CH2:36][CH2:35][N:34]([S:31]([CH3:30])(=[O:32])=[O:33])[CH2:39][CH2:38]1. Reactants: CC=1C=C(C=CC1)C1=CC=NO1 (5-(3-methylphenyl)isoxazole), BrN1C(CCC1=O)=O (N-bromosuccinimide), C(C1=CC=CC=C1)(=O)OOC(C1=CC=CC=C1)=O (benzoyl peroxide). The solvent is C(Cl)(Cl)(Cl)Cl (carbon tetrachloride). Yields the product BrCC=1C=C(C=CC1)C1=CC=NO1 (5-(3-bromomethylphenyl)isoxazole). As a reaction SMILES: [CH3:1][C:2]1[CH:3]=[C:4]([C:8]2[O:12][N:11]=[CH:10][CH:9]=2)[CH:5]=[CH:6][CH:7]=1.[Br:13]N1C(=O)CCC1=O.C(OOC(=O)C1C=CC=CC=1)(=O)C1C=CC=CC=1>C(Cl)(Cl)(Cl)Cl>[Br:13][CH2:1][C:2]1[CH:3]=[C:4]([C:8]2[O:12][N:11]=[CH:10][CH:9]=2)[CH:5]=[CH:6][CH:7]=1. Procedure: 106 mg of 5-(3-methylphenyl)isoxazole, 119 mg of N-bromosuccinimide and 2 mg of benzoyl peroxide were dissolved in 10 ml of carbon tetrachloride, and the solution was refluxed for 3 hours with stirring. After cooling, the precipitate was separated by filtration, and concentrated under reduced pressure to give 5-(3-bromomethylphenyl)isoxazole as a pale yellow oily product. Starting materials: CC1=C(C2=C3C4=C1O[C@@](C4=O)(O/C=C/[C@@H]([C@H]([C@H]([C@@H]([C@@H]([C@@H]([C@H]([C@H](/C=C/C=C(\C(=O)NC(=CC3=O)C2=O)/C)C)O)C)O)C)OC(=O)C)C)OC)C)O (rifamycin S), [N-]=[N+]=[N-].[Na+] (sodium azide). Run in CN(C=O)C (dimethyl formamide). Conditions: time 36 hour. Yields the product C[C@H]1/C=C/C=C(\C(=O)NC2=C(C(=O)C3=C4C(=C(C(=C3C2=O)O)C)O[C@@](C4=O)(O/C=C/[C@@H]([C@H]([C@H]([C@@H]([C@@H]([C@@H]([C@H]1O)C)O)C)OC(=O)C)C)OC)C)N)/C (3-amino-rifamycin S). Isolated yield 25.5%. Reaction SMILES: [CH3:1][C:2]1[C:7]2[O:8][C@:9]3([CH3:49])[O:12][CH:13]=[CH:14][C@H:15]([O:47][CH3:48])[C@@H:16]([CH3:46])[C@@H:17]([O:42][C:43]([CH3:45])=[O:44])[C@H:18]([CH3:41])[C@H:19]([OH:40])[C@H:20]([CH3:39])[C@@H:21]([OH:38])[C@@H:22]([CH3:37])[CH:23]=[CH:24][CH:25]=[C:26]([CH3:36])[C:27]([NH:29][C:30]4[C:34](=[O:35])[C:4](=[C:5]([C:32](=[O:33])[CH:31]=4)[C:6]=2[C:10]3=[O:11])[C:3]=1[OH:50])=[O:28].[N-:51]=[N+]=[N-].[Na+]>CN(C)C=O>[CH3:37][C@@H:22]1[C@H:21]([OH:38])[C@@H:20]([CH3:39])[C@@H:19]([OH:40])[C@@H:18]([CH3:41])[C@H:17]([O:42][C:43]([CH3:45])=[O:44])[C@H:16]([CH3:46])[C@@H:15]([O:47][CH3:48])[CH:14]=[CH:13][O:12][C@:9]2([CH3:49])[C:10](=[O:11])[C:6]3[C:7]([O:8]2)=[C:2]([CH3:1])[C:3]([OH:50])=[C:4]2[C:34](=[O:35])[C:30](=[C:31]([NH2:51])[C:32]([C:5]=32)=[O:33])[NH:29][C:27](=[O:28])[C:26]([CH3:36])=[CH:25][CH:24]=[CH:23]1 |f:1.2|. Procedure details: 50 g rifamycin S were dissolved in 200 ml dimethyl formamide and added with 9 g sodium azide. After 36 hours at a temperature of +5° C, the reaction mixture was treated as in Example 3, to obtain 13 g 3-amino-rifamycin S identical to that described in Example 3. Starting materials: C1(=CC=CC=C1)C=1NC=2C=CC=C3C2C1CCNC3=O (2-Phenyl-3,4,5,6-tetrahydro-1H-azepino[5,4,3-cd]indol-6-one), tricyclic bromide, N1C(=CC=C1)B(O)O (pyrrole-2-boronic acid). The product is N1C(=CC=C1)C=1NC=2C=CC=C3C2C1CCNC3=O (2-(1H-pyrrol-2-yl)-1,3,4,5-tetrahydro-azepino[5,4,3-cd]indol-6-one). RXN SMILES: [C:1]1([C:7]2[NH:8][C:9]3[CH:10]=[CH:11][CH:12]=[C:13]4[C:19](=[O:20])[NH:18][CH2:17][CH2:16][C:15]=2[C:14]=34)C=C[CH:4]=[CH:3][CH:2]=1.[NH:21]1C=CC=C1B(O)O>>[NH:21]1[CH:4]=[CH:3][CH:2]=[C:1]1[C:7]1[NH:8][C:9]2[CH:10]=[CH:11][CH:12]=[C:13]3[C:19](=[O:20])[NH:18][CH2:17][CH2:16][C:15]=1[C:14]=23. Procedure: In a manner similar to that described for Compound 12, the tricyclic bromide (300 mg, 1.13 mmol) and 1-)-t-butoxycarbonyl)pyrrole-2-boronic acid (263 mg, 1.24 mmol) were coupled with concomitant removal of the BOC group to yield 2-(1H-pyrrol-2-yl)-1,3,4,5-tetrahydro-azepino[5,4,3-cd]indol-6-one, 81 mg (28% as a greenish grey solid: m.p.>400° C. (dec); 1H NMR (300 MHz, d6-DMSO) δ 3.02 (m, 2H), 3.42 (m, 2H), 6.22 (m, 1H), 6.44 (m, 1H), 6.97 (m, 1H), 7.14 (t, J=7.5 Hz, 1H), 7.49 (dd, J=8.1, 0.9 Hz,... Starting materials: CCCCCCCC1(OCCO)CCN(Cc2ccccc2)CC1, CCO, [H][H]. The product is CCCCCCCC1(OCCO)CCNCC1. Reaction SMILES: [CH2:1]([c:2]1[cH:3][cH:4][cH:5][cH:6][cH:7]1)[N:8]1[CH2:9][CH2:10][C:11]([O:14][CH2:15][CH2:16][OH:17])([CH2:18][CH2:19][CH2:20][CH2:21][CH2:22][CH2:23][CH3:24])[CH2:12][CH2:13]1.[CH3:27][CH2:28][OH:29].[H:25][H:26]>>[NH:8]1[CH2:9][CH2:10][C:11]([O:14][CH2:15][CH2:16][OH:17])([CH2:18][CH2:19][CH2:20][CH2:21][CH2:22][CH2:23][CH3:24])[CH2:12][CH2:13]1.